From a dataset of the Open Reaction Database (ORD), a public repository of structured organic reaction records. describe an organic reaction: reactants, conditions, products, and yield Starting materials: CC1=NC(=NC(=C1C#N)N[C@@H](C)C1=C(C=C2C(=N1)C=CN2C)N2CCOCC2)S(=O)(=O)C ((S)-4-Methyl-6-((1-(1-methyl-6-morpholino-1H-pyrrolo[3,2-b]pyridin-5-yl)ethyl)amino)-2-(methylsulfonyl)pyrimidine-5-carbonitrile), N (ammonia). Run in O1CCOCC1 (dioxane), O1CCOCC1 (dioxane). Conditions: time 6 hour. The product is NC1=NC(=C(C(=N1)C)C#N)N[C@@H](C)C1=C(C=C2C(=N1)C=CN2C)N2CCOCC2 ((S)-2-Amino-4-methyl-6-((1-(1-methyl-6-morpholino-1H-pyrrolo[3,2-b]pyridin-5-yl)ethyl)amino)pyrimidine-5-carbonitrile). The yield is 17.0%. Reaction SMILES: [CH3:1][C:2]1[C:7]([C:8]#[N:9])=[C:6]([NH:10][C@H:11]([C:13]2[N:18]=[C:17]3[CH:19]=[CH:20][N:21]([CH3:22])[C:16]3=[CH:15][C:14]=2[N:23]2[CH2:28][CH2:27][O:26][CH2:25][CH2:24]2)[CH3:12])[N:5]=[C:4](S(C)(=O)=O)[N:3]=1.[NH3:33]>O1CCOCC1>[NH2:33][C:4]1[N:3]=[C:2]([CH3:1])[C:7]([C:8]#[N:9])=[C:6]([NH:10][C@H:11]([C:13]2[N:18]=[C:17]3[CH:19]=[CH:20][N:21]([CH3:22])[C:16]3=[CH:15][C:14]=2[N:23]2[CH2:28][CH2:27][O:26][CH2:25][CH2:24]2)[CH3:12])[N:5]=1. Procedure details: (S)-4-Methyl-6-((1-(1-methyl-6-morpholino-1H-pyrrolo[3,2-b]pyridin-5-yl)ethyl)amino)-2-(methylsulfonyl)pyrimidine-5-carbonitrile (15 mg, 0.033 mmol) in dioxane (2 mL) was combined with ammonia in dioxane 0.5 M (0.198 mL, 0.099 mmol) to give a yellow solution, which was stirred for 6 hours at room temperature. The product was purified by LC/MS using a 20-45% CH3CN gradient in H2O with 0.035% formic acid. The pure fractions were combined and lyophilized to give a formic acid salt of the title comp... Starting materials: COC=1C=C(C=C(C1)OC)NC=1C2=C(N=C(N1)SC)C=CNC2=O (4-(3,5-dimethoxyphenylamino)-2-(methylthio)pyrido[4,3-d]pyrimidin-5(6H)-one), C(=O)(OC(C)(C)C)NC1CCNCC1 (4-(boc-amino) piperidine), Cl (HCl). Run in O1CCOCC1 (dioxane). The product is Cl.NC1CCN(CC1)C=1N=C(C2=C(N1)C=CNC2=O)NC2=CC(=CC(=C2)OC)OC (2-(4-aminopiperidin-1-yl)-4-(3,5-dimethoxyphenylamino)pyrido[4,3-d]pyrimidin-5(6H)-one hydrochloride), Compound 3. Reaction SMILES: [CH3:1][O:2][C:3]1[CH:4]=[C:5]([NH:11][C:12]2[C:13]3[C:23](=[O:24])[NH:22][CH:21]=[CH:20][C:14]=3[N:15]=[C:16](SC)[N:17]=2)[CH:6]=[C:7]([O:9][CH3:10])[CH:8]=1.C([NH:32][CH:33]1[CH2:38][CH2:37][NH:36][CH2:35][CH2:34]1)(OC(C)(C)C)=O.[ClH:39]>O1CCOCC1>[ClH:39].[NH2:32][CH:33]1[CH2:38][CH2:37][N:36]([C:16]2[N:17]=[C:12]([NH:11][C:5]3[CH:4]=[C:3]([O:2][CH3:1])[CH:8]=[C:7]([O:9][CH3:10])[CH:6]=3)[C:13]3[C:23](=[O:24])[NH:22][CH:21]=[CH:20][C:14]=3[N:15]=2)[CH2:35][CH2:34]1 |f:4.5|. Procedure details: The title compound (Compound 3; MS m/z: 398 (M+H)+) was prepared as described in Example 1g starting from 4-(3,5-dimethoxyphenylamino)-2-(methylthio)pyrido[4,3-d]pyrimidin-5(6H)-one (40 mg, 0.29 mmol) and 4-(boc-amino) piperidine and treating with 4 N HCl in dioxane (17 mg). Reactants: [C+4], CO, [OH-], [OH-], [OH-], [OH-], [OH-], [OH-], CC(C)(C)OC(=O)NCC1CN(Cc2ccccc2)CCC1O, [Pd+2]. The product is CC(C)(C)OC(=O)NCC1CNCCC1O. RXN SMILES: [C+4:26].[CH3:24][OH:25].[OH-:27].[OH-:29].[OH-:30].[OH-:31].[OH-:32].[OH-:33].[OH:1][CH:2]1[CH:3]([CH2:15][NH:16][C:17]([O:18][C:19]([CH3:20])([CH3:21])[CH3:22])=[O:23])[CH2:4][N:5]([CH2:8][c:9]2[cH:10][cH:11][cH:12][cH:13][cH:14]2)[CH2:6][CH2:7]1.[Pd+2:28]>>[OH:1][CH:2]1[CH:3]([CH2:15][NH:16][C:17]([O:18][C:19]([CH3:20])([CH3:21])[CH3:22])=[O:23])[CH2:4][NH:5][CH2:6][CH2:7]1. Reactants: CC(C)(C)[Si](C)(C)OCCc1cccc(C2COC2)c1, CCCC[N+](CCCC)(CCCC)CCCC, C1CCOC1, [F-]. The product is OCCc1cccc(C2COC2)c1. As a reaction SMILES: [C:1]([Si:2]([CH3:3])([CH3:4])[O:6][CH2:7][CH2:8][c:9]1[cH:10][c:11]([CH:15]2[CH2:16][O:17][CH2:18]2)[cH:12][cH:13][cH:14]1)([CH3:5])([CH3:19])[CH3:20].[CH2:22]([N+:23]([CH2:24][CH2:25][CH2:26][CH3:27])([CH2:28][CH2:29][CH2:30][CH3:31])[CH2:32][CH2:33][CH2:34][CH3:35])[CH2:36][CH2:37][CH3:38].[CH2:39]1[O:40][CH2:41][CH2:42][CH2:43]1.[F-:21]>>[OH:6][CH2:7][CH2:8][c:9]1[cH:10][c:11]([CH:15]2[CH2:16][O:17][CH2:18]2)[cH:12][cH:13][cH:14]1. Reactants: IC12CC(C1)(C2)C (1-iodo-3-methylbicyclo[1.1.1]pentane), C(C)(C)(C)[Li] (tert-butyllithium), C(=O)=O (carbon dioxide). Solvent: C(C)OCC (diethyl ether). The product is CC12CC(C1)(C2)C(=O)O (3-methylbicyclo[1.1.1]pentane-1-carboxylic acid). The yield is 50.9%. As a reaction SMILES: I[C:2]12[CH2:6][C:4]([CH3:7])([CH2:5]1)[CH2:3]2.C([Li])(C)(C)C.[C:13](=[O:15])=[O:14]>C(OCC)C>[CH3:7][C:4]12[CH2:6][C:2]([C:13]([OH:15])=[O:14])([CH2:5]1)[CH2:3]2. Reported procedure: To a solution of 1-iodo-3-methylbicyclo[1.1.1]pentane (1.62 g, 7.79 mmol; prepared according to Eur. J. Org. Chem. 1137-1155 (2000)) in diethyl ether (26 mL), a solution of tert-butyllithium (9.16 mL, 15.57 mmol, 1.7 M in pentane) was added over a period of 40 min at −78° C. After stirring the reaction mixture for 1 h at this temperature, carbon dioxide gas was bubbled through the reaction mixture for 5 min and then the mixture was allowed to warm to room temperature. The reaction mixture was ex... Product: C(CC)C1=C(C=CC=2C(=NOC21)C(F)(F)F)OCCCN2CC(NCC2)=O (4-(3-{[7-propyl-3-(trifluoromethyl)-1,2-benzisoxazol-6-yl]oxy}propyl)piperazine-2-one). Procedure details: 4-(3-{[7-Propyl-3-(trifluoromethyl)-1,2-benzisoxazol-6-yl]oxy}propyl)piperazine-2-one was prepared as for Example 10 from piperazine-2-one and the bromide from Example 7. After aqueous work-up and silica gel chromatography, the title compound was obtained. RXN SMILES: [NH:1]1[CH2:6][CH2:5][NH:4][CH2:3][C:2]1=[O:7].[CH2:8]([C:11]1[C:19]2[O:18][N:17]=[C:16]([C:20]([F:23])([F:22])[F:21])[C:15]=2[CH:14]=[CH:13][C:12]=1[O:24][CH2:25][CH2:26][CH2:27]Br)[CH2:9][CH3:10]>>[CH2:8]([C:11]1[C:19]2[O:18][N:17]=[C:16]([C:20]([F:21])([F:23])[F:22])[C:15]=2[CH:14]=[CH:13][C:12]=1[O:24][CH2:25][CH2:26][CH2:27][N:4]1[CH2:5][CH2:6][NH:1][C:2](=[O:7])[CH2:3]1)[CH2:9][CH3:10]. Starting materials: N1C(CNCC1)=O (piperazine-2-one), C(CC)C1=C(C=CC=2C(=NOC21)C(F)(F)F)OCCCBr (7-propyl-3-(trifluoromethyl)-6-(3-bromopropyloxy)-1,2-benzisoxazole). The reactants are CC(CCC1CCCCC1)CC(CC(=O)OC(C)(C)C)C(=O)N1C(=O)OC(c2ccccc2)C1C, C1CCOC1, [Li+], [Na+], [Na+], [OH-], O, O, OO, O=S([O-])[O-]. Product: CC(CCC1CCCCC1)CC(CC(=O)OC(C)(C)C)C(=O)O. RXN SMILES: [C:1]([CH3:2])([CH3:3])([CH3:4])[O:5][C:6]([CH2:7][CH:8]([CH2:9][CH:10]([CH2:11][CH2:12][CH:13]1[CH2:14][CH2:15][CH2:16][CH2:17][CH2:18]1)[CH3:19])[C:20](=[O:21])[N:22]1[CH:23]([CH3:24])[CH:25]([c:26]2[cH:27][cH:28][cH:29][cH:30][cH:31]2)[O:32][C:33]1=[O:34])=[O:35].[CH2:48]1[O:49][CH2:50][CH2:51][CH2:52]1.[Li+:38].[Na+:45].[Na+:46].[OH-:37].[OH2:36].[OH2:47].[OH:39][OH:40].[S:41](=[O:42])([O-:43])[O-:44]>>[C:1]([CH3:2])([CH3:3])([CH3:4])[O:5][C:6]([CH2:7][CH:8]([CH2:9][CH:10]([CH2:11][CH2:12][CH:13]1[CH2:14][CH2:15][CH2:16][CH2:17][CH2:18]1)[CH3:19])[C:20]([OH:21])=[O:42])=[O:35]. The reactants are Oc1cccc(Br)c1, C1CCOC1, CCB(CC)c1cccnc1, CCO, [Na+], [Na+], O=C([O-])[O-], O, O, c1ccc(P(c2ccccc2)(c2ccccc2)[Pd](P(c2ccccc2)(c2ccccc2)c2ccccc2)(P(c2ccccc2)(c2ccccc2)c2ccccc2)P(c2ccccc2)(c2ccccc2)c2ccccc2)cc1. Yields the product Oc1cccc(-c2cccnc2)c1. RXN SMILES: [Br:1][c:2]1[cH:3][c:4]([OH:8])[cH:5][cH:6][cH:7]1.[CH2:26]1[O:27][CH2:28][CH2:29][CH2:30]1.[CH2:9]([B:10]([CH2:11][CH3:18])[c:12]1[cH:13][n:14][cH:15][cH:16][cH:17]1)[CH3:19].[CH3:32][CH2:33][OH:34].[Na+:20].[Na+:21].[O-:22][C:23](=[O:24])[O-:25].[OH2:31].[OH2:35].[cH:36]1[cH:37][cH:38][c:39]([P:40]([Pd:41]([P:42]([c:43]2[cH:44][cH:45][cH:46][cH:47][cH:48]2)([c:49]2[cH:50][cH:51][cH:52][cH:53][cH:54]2)[c:55]2[cH:56][cH:57][cH:58][cH:59][cH:60]2)([P:61]([c:62]2[cH:63][cH:64][cH:65][cH:66][cH:67]2)([c:68]2[cH:69][cH:70][cH:71][cH:72][cH:73]2)[c:74]2[cH:75][cH:76][cH:77][cH:78][cH:79]2)[P:80]([c:81]2[cH:82][cH:83][cH:84][cH:85][cH:86]2)([c:87]2[cH:88][cH:89][cH:90][cH:91][cH:92]2)[c:93]2[cH:94][cH:95][cH:96][cH:97][cH:98]2)([c:99]2[cH:100][cH:101][cH:102][cH:103][cH:104]2)[c:105]2[cH:106][cH:107][cH:108][cH:109][cH:110]2)[cH:111][cH:112]1>>[c:2]1(-[c:12]2[cH:13][n:14][cH:15][cH:16][cH:17]2)[cH:3][c:4]([OH:8])[cH:5][cH:6][cH:7]1. Reactants: COc1ccc(P2(=S)SP(=S)(c3ccc(OC)cc3)S2)cc1, COC(C)Oc1cc2c(cc1C#N)C(c1ccccc1Cl)=NCC(=O)N2. The product is COC(C)Oc1cc2c(cc1C#N)C(c1ccccc1Cl)=NCC(=S)N2. As a reaction SMILES: [CH3:27][O:28][c:29]1[cH:30][cH:31][c:32]([P:33]2(=[S:36])[S:34][P:35]([c:37]3[cH:38][cH:39][c:40]([O:41][CH3:42])[cH:43][cH:44]3)(=[S:45])[S:46]2)[cH:47][cH:48]1.[Cl:1][c:2]1[c:3]([C:8]2=[N:9][CH2:10][C:11](=[O:26])[NH:12][c:13]3[c:14]2[cH:15][c:16]([C:24]#[N:25])[c:17]([O:19][CH:20]([CH3:21])[O:22][CH3:23])[cH:18]3)[cH:4][cH:5][cH:6][cH:7]1>>[Cl:1][c:2]1[c:3]([C:8]2=[N:9][CH2:10][C:11](=[S:36])[NH:12][c:13]3[c:14]2[cH:15][c:16]([C:24]#[N:25])[c:17]([O:19][CH:20]([CH3:21])[O:22][CH3:23])[cH:18]3)[cH:4][cH:5][cH:6][cH:7]1. The product is COCOC1=CC2=CCC3C(CCC4(C)C(OC(=O)NCC(=O)O)CCC34)C2C=C1. As a reaction SMILES: [CH3:1][O:2][C:3](=[O:4])[CH2:5][NH:6][C:7](=[O:8])[O:9][CH:10]1[C:11]2([CH3:12])[CH:13]([CH2:14][CH2:15]1)[CH:16]1[CH2:17][CH:18]=[C:19]3[CH:20]=[C:21]([O:28][CH2:29][O:30][CH3:31])[CH:22]=[CH:23][CH:24]3[CH:25]1[CH2:26][CH2:27]2.[CH3:34][OH:35].[K+:33].[OH-:32]>>[O:2]=[C:3]([OH:4])[CH2:5][NH:6][C:7](=[O:8])[O:9][CH:10]1[C:11]2([CH3:12])[CH:13]([CH2:14][CH2:15]1)[CH:16]1[CH2:17][CH:18]=[C:19]3[CH:20]=[C:21]([O:28][CH2:29][O:30][CH3:31])[CH:22]=[CH:23][CH:24]3[CH:25]1[CH2:26][CH2:27]2. Reactants: COCOC1=CC2=CCC3C(CCC4(C)C(OC(=O)NCC(=O)OC)CCC34)C2C=C1, CO, [K+], [OH-].